From a dataset of the Open Reaction Database (ORD), a public repository of structured organic reaction records. describe an organic reaction: reactants, conditions, products, and yield Reactants: CN(C)C=O, CC(C)C(C(=O)[O-])c1ccc(Cl)cc1, FC(Br)c1cccc(Oc2ccccc2)c1, [K+], O. The product is CC(C)C(C(=O)OC(F)c1cccc(Oc2ccccc2)c1)c1ccc(Cl)cc1. As a reaction SMILES: [CH3:33][N:34]([CH3:35])[CH:36]=[O:37].[CH:1]([CH3:2])([CH3:3])[CH:4]([C:5](=[O:6])[O-:7])[c:8]1[cH:9][cH:10][c:11]([Cl:14])[cH:12][cH:13]1.[F:16][CH:17]([c:18]1[cH:19][c:20]([O:24][c:25]2[cH:26][cH:27][cH:28][cH:29][cH:30]2)[cH:21][cH:22][cH:23]1)[Br:31].[K+:15].[OH2:32]>>[CH:1]([CH3:2])([CH3:3])[CH:4]([C:5](=[O:6])[O:7][CH:17]([F:16])[c:18]1[cH:19][c:20]([O:24][c:25]2[cH:26][cH:27][cH:28][cH:29][cH:30]2)[cH:21][cH:22][cH:23]1)[c:8]1[cH:9][cH:10][c:11]([Cl:14])[cH:12][cH:13]1. Reactants: [OH-].[K+] (KOH), C1(CCCCC1)CBr (cyclohexylmethyl bromide), [N+](=O)([O-])C1=C(N)C=CC(=C1)SC#N (2-nitro-4-thiocyanoaniline), [BH4-].[Na+] (sodium borohydride). The solvent is C(C)O (ethanol), C(C)O (ethanol), C(C)O (ethanol), C(Cl)(Cl)Cl (CHCl3), O (water). Reaction conditions: time 15 minute. Yields the product C1(CCCCC1)CSC1=CC(=C(N)C=C1)[N+](=O)[O-] (4-(Cyclohexylmethyl)thio-2-nitroaniline). RXN SMILES: [N+:1]([C:4]1[CH:10]=[C:9]([S:11][C:12]#N)[CH:8]=[CH:7][C:5]=1[NH2:6])([O-:3])=[O:2].[BH4-].[Na+].[OH-].[K+].[CH:18]1(CBr)[CH2:23][CH2:22][CH2:21][CH2:20][CH2:19]1>C(O)C.C(Cl)(Cl)Cl.O>[CH:18]1([CH2:12][S:11][C:9]2[CH:8]=[CH:7][C:5]([NH2:6])=[C:4]([N+:1]([O-:3])=[O:2])[CH:10]=2)[CH2:23][CH2:22][CH2:21][CH2:20][CH2:19]1 |f:1.2,3.4|. Reported procedure: To a stirred mixture of 9.75 g (0.05 mole) of 2-nitro-4-thiocyanoaniline in 500 ml of absolute ethanol under nitrogen there is added 2.04 g (0.05 mole) of sodium borohydride in portions. The mixture is stirred at room temperature for 15 minutes and then refluxed for 15 minutes. The heating mantle is removed and 3.25 g (0.05 mole) of KOH in 15 ml of absolute ethanol is added. The mixture is stirred for 1 minute. A solution of 8.85 g (0.05 mole) of cyclohexylmethyl bromide in 15 ml of absolute eth... Reactants: hydrochloride salt, CC1=CC=C(C=C1)S(=O)(=O)OCC1OC2=C(C1)C=CC=C2C2=C(C(=CC=C2)F)F ((±)-[7-(2,3-difluorophenyl)-2,3-dihydro-1-benzofuran-2-yl]methyl 4-methylbenzenesulfonate), CN (methylamine). Product: CNCC1OC2=C(C1)C=CC=C2C2=C(C(=CC=C2)F)F (N-methyl-1-[7-(2,3-difluorophenyl)-2,3-dihydro-1-benzofuran-2-yl]methanamine). Reaction SMILES: CC1C=CC(S(O[CH2:12][CH:13]2[CH2:17][C:16]3[CH:18]=[CH:19][CH:20]=[C:21]([C:22]4[CH:27]=[CH:26][CH:25]=[C:24]([F:28])[C:23]=4[F:29])[C:15]=3[O:14]2)(=O)=O)=CC=1.[CH3:30][NH2:31]>>[CH3:30][NH:31][CH2:12][CH:13]1[CH2:17][C:16]2[CH:18]=[CH:19][CH:20]=[C:21]([C:22]3[CH:27]=[CH:26][CH:25]=[C:24]([F:28])[C:23]=3[F:29])[C:15]=2[O:14]1. Procedure details: The title compound was prepared (0.094 g, 84%) following the general procedure of Example 390 as a white solid, hydrochloride salt from (±)-[7-(2,3-difluorophenyl)-2,3-dihydro-1-benzofuran-2-yl]methyl 4-methylbenzenesulfonate (0.095 g, 0.23 mmol) and methylamine (0.072 g, 2.3 mmol); mp 166-168° C. Starting materials: FC1=CC=C(C[C@@H](C(=O)N2CCC(CC2)N(S(=O)(=O)C2=C(C=CC=C2)[N+](=O)[O-])C)NC(=O)C2=CC=3C(=CN=C(C3)Cl)N2)C=C1 (5-chloro-1H-pyrrolo[2,3-c]pyridine-2-carboxylic acid (1-(S)-(4-fluorobenzyl)-2-{4-[methyl-(2-nitrobenzenesulfonyl)amino]piperidin-1-yl}-2-oxoethyl)amide), C1=CC=C(C=C1)S (phenylthiol), Cl (HCl), C([O-])([O-])=O.[K+].[K+] (potassium carbonate). Run in C(C)#N (acetonitrile), C(C)OCC (diethyl ether). Reaction conditions: temperature 50 celsius, time 5 minute. Yields the product FC1=CC=C(C[C@@H](C(=O)N2CCC(CC2)NC)NC(=O)C2=CC=3C(=CN=C(C3)Cl)N2)C=C1 (5-Chloro-1H-pyrrolo[2,3-c]pyridine-2-carboxylic acid [1-(S)-(4-fluorobenzyl)-2-(4-methylaminopiperidin-1-yl)-2-oxoethyl]amide). As a reaction SMILES: [F:1][C:2]1[CH:44]=[CH:43][C:5]([CH2:6][C@H:7]([NH:30][C:31]([C:33]2[NH:42][C:36]3=[CH:37][N:38]=[C:39]([Cl:41])[CH:40]=[C:35]3[CH:34]=2)=[O:32])[C:8]([N:10]2[CH2:15][CH2:14][CH:13]([N:16]([CH3:29])S(C3C=CC=CC=3[N+]([O-])=O)(=O)=O)[CH2:12][CH2:11]2)=[O:9])=[CH:4][CH:3]=1.C1C=CC(S)=CC=1.C(=O)([O-])[O-].[K+].[K+].Cl>C(#N)C.C(OCC)C>[F:1][C:2]1[CH:3]=[CH:4][C:5]([CH2:6][C@H:7]([NH:30][C:31]([C:33]2[NH:42][C:36]3=[CH:37][N:38]=[C:39]([Cl:41])[CH:40]=[C:35]3[CH:34]=2)=[O:32])[C:8]([N:10]2[CH2:11][CH2:12][CH:13]([NH:16][CH3:29])[CH2:14][CH2:15]2)=[O:9])=[CH:43][CH:44]=1 |f:2.3.4|. Reported procedure: To a solution of 5-chloro-1H-pyrrolo[2,3-c]pyridine-2-carboxylic acid (1-(S)-(4-fluorobenzyl)-2-{4-[methyl-(2-nitrobenzenesulfonyl)amino]piperidin-1-yl}-2-oxoethyl)amide (Preparation 76, 82 mg, 0.13 mmol) in acetonitrile (6 mL) was added phenylthiol (145 μL, 1.4 mmol) followed by potassium carbonate (230 mg, 1.66 mmol) and the reaction heated to 50° C. for 24 h. To the mixture was added diethyl ether (10 mL) and 1M HCl (15 mL) and stirred for 5 min. The organic layer was separated and washed wit... Reactants: CNC1CCCCC1, Cc1ccccc1, O=C(OC(Cl)(Cl)Cl)OC(Cl)(Cl)Cl, c1ccncc1. Yields the product CN(C(=O)Cl)C1CCCCC1. RXN SMILES: [CH3:13][NH:14][CH:15]1[CH2:16][CH2:17][CH2:18][CH2:19][CH2:20]1.[CH3:27][c:28]1[cH:29][cH:30][cH:31][cH:32][cH:33]1.[Cl:1][C:2]([Cl:3])([O:4][C:5](=[O:6])[O:7][C:8]([Cl:9])([Cl:10])[Cl:11])[Cl:12].[cH:21]1[cH:22][cH:23][n:24][cH:25][cH:26]1>>[Cl:1][C:2](=[O:4])[N:14]([CH3:13])[CH:15]1[CH2:16][CH2:17][CH2:18][CH2:19][CH2:20]1. Starting materials: CN1CCCC1=O, Clc1cc(Cl)c2c(-c3ccccc3)csc2n1, ClCCl, NCc1ccccn1, O. The product is Clc1cc(NCc2ccccn2)c2c(-c3ccccc3)csc2n1. RXN SMILES: [CH3:26][N:27]1[CH2:28][CH2:29][CH2:30][C:31]1=[O:32].[Cl:1][c:2]1[c:3]2[c:4]([n:5][c:6]([Cl:8])[cH:7]1)[s:9][cH:10][c:11]2-[c:12]1[cH:13][cH:14][cH:15][cH:16][cH:17]1.[Cl:34][CH2:35][Cl:36].[NH2:18][CH2:19][c:20]1[n:21][cH:22][cH:23][cH:24][cH:25]1.[OH2:33]>>[c:2]1([NH:18][CH2:19][c:20]2[n:21][cH:22][cH:23][cH:24][cH:25]2)[c:3]2[c:4]([n:5][c:6]([Cl:8])[cH:7]1)[s:9][cH:10][c:11]2-[c:12]1[cH:13][cH:14][cH:15][cH:16][cH:17]1. The reactants are [Al+3], O=C(Cl)c1ccccc1, CCc1ccccc1CC, [Cl-], [Cl-], [Cl-], ClCCCl. Product: CCc1ccc(C(=O)c2ccccc2)cc1CC. Reaction SMILES: [Al+3:21].[C:1]([c:2]1[cH:3][cH:4][cH:5][cH:6][cH:7]1)(=[O:8])[Cl:9].[CH2:10]([CH3:11])[c:12]1[cH:13][cH:14][cH:15][cH:16][c:17]1[CH2:18][CH3:19].[Cl-:20].[Cl-:22].[Cl-:23].[Cl:24][CH2:25][CH2:26][Cl:27]>>[C:1]([c:2]1[cH:3][cH:4][cH:5][cH:6][cH:7]1)(=[O:8])[c:14]1[cH:13][c:12]([CH2:10][CH3:11])[c:17]([CH2:18][CH3:19])[cH:16][cH:15]1.